This data is from the Open Reaction Database (ORD), a public repository of structured organic reaction records. The task is: describe an organic reaction: reactants, conditions, products, and yield The reactants are O=C1NC2=CC=C(C=C2C1)NC(C(=O)O)=O (N-(2-oxo-2,3-dihydro-1H-indol-5-yl)-oxalamic acid), O(C1=CC=CC=C1)C1CCN(CC1)C (4-phenoxy-methyl-piperidine). Product: O=C(C(=O)NC=1C=C2CC(NC2=CC1)=O)N1CCC(CC1)COC1=CC=CC=C1 (2-Oxo-N-(2-oxo-2,3-dihydro-1H-indol-5-yl)-2-(4-phenoxymethyl-piperidin-1-yl)-acetamide). Procedure: The title compound is prepared from N-(2-oxo-2,3-dihydro-1H-indol-5-yl)-oxalamic acid (Example 101b) and 4-phenoxy-methyl-piperidine according to the method described in Example 1c. Melting Point: 200-202° C. (diethylether) The solvent is C(C)OCC (diethylether). As a reaction SMILES: [O:1]=[C:2]1[CH2:10][C:9]2[C:4](=[CH:5][CH:6]=[C:7]([NH:11][C:12](=[O:16])[C:13]([OH:15])=O)[CH:8]=2)[NH:3]1.[O:17]([CH:24]1[CH2:29][CH2:28]N(C)CC1)[C:18]1[CH:23]=[CH:22][CH:21]=[CH:20][CH:19]=1>C(OCC)C>[O:15]=[C:13]([N:3]1[CH2:4][CH2:28][CH:29]([CH2:24][O:17][C:18]2[CH:19]=[CH:20][CH:21]=[CH:22][CH:23]=2)[CH2:10][CH2:2]1)[C:12]([NH:11][C:7]1[CH:8]=[C:9]2[C:4](=[CH:5][CH:6]=1)[NH:3][C:2](=[O:1])[CH2:10]2)=[O:16]. Starting materials: OC1CCNCC1 (4-hydroxypiperidine), C([O-])([O-])=O.[K+].[K+] (potassium carbonate), C(C=C)Br (allyl bromide). Conditions: temperature 5 celsius. RXN SMILES: [OH:1][CH:2]1[CH2:7][CH2:6][NH:5][CH2:4][CH2:3]1.C(=O)([O-])[O-].[K+].[K+].[CH2:14](Br)[CH:15]=[CH2:16]>CC(C)=O>[CH2:16]([N:5]1[CH2:6][CH2:7][CH:2]([OH:1])[CH2:3][CH2:4]1)[CH:15]=[CH2:14] |f:1.2.3|. The solvent is CC(=O)C (acetone), CC(=O)C (acetone). Yields the product C(C=C)N1CCC(CC1)O (N-allyl(4-hydroxy)piperidine). Procedure: To a 500 mL 3-necked round-bottomed flask, was added 24.0 g of 4-hydroxypiperidine dissolved in 140 mL of acetone. To this mixture was added 40.9 g of powdered anhydrous potassium carbonate. The reaction mixture was cooled to 5° C. with an ice bath. While stirring, 28.7 9 of allyl bromide in 60 mL acetone was added slowly to the reaction mixture. After addition was complete, the reaction mixture was allowed to stir at room temperature for 18 hours. The solid residue was removed by filtration, an... The reactants are O=C1C(C2=C(N=C3N2C=CC=C3)C=3C=CC=C(C13)[N+](=O)[O-])=O (5,6-dihydro-5,6-dioxo-4-nitro-naphtho[1',2':4,5]imidazo[1,2-a]pyridine), N(=O)[O-].[Na+] (sodium nitrite), Br (hydrobromic acid), O.NN (hydrazine monohydrate), O.NN (hydrazine monohydrate). The reagents and catalysts are [Pd] (palladium), [Cu]Br (copper(I) bromide). Solvent: C(C)O (ethanol), O (water), ClCCl (dichloromethane). Reaction conditions: temperature -15 celsius, time 30 minute. Yields the product BrC=1C=2C(C(C3=C(N=C4N3C=CC=C4)C2C=CC1)=O)=O (4-bromo-5,6-dihydro-5,6-dioxo-naphtho[1',2':4,5]imidazo[1,2-a] pyridine). Yield: 25.0%. RXN SMILES: [O:1]=[C:2]1[C:18]2[C:17]([N+]([O-])=O)=[CH:16][CH:15]=[CH:14][C:13]=2[C:5]2[N:6]=[C:7]3[CH:12]=[CH:11][CH:10]=[CH:9][N:8]3[C:4]=2[C:3]1=[O:22].O.NN.N([O-])=O.[Na+].[BrH:30]>C(O)C.ClCCl.[Pd].[Cu]Br.O>[Br:30][C:17]1[C:18]2[C:2](=[O:1])[C:3](=[O:22])[C:4]3[N:8]4[CH:9]=[CH:10][CH:11]=[CH:12][C:7]4=[N:6][C:5]=3[C:13]=2[CH:14]=[CH:15][CH:16]=1 |f:1.2,3.4|. Reported procedure: A catalytic quantity of palladium on 10% carbon is added to an orange suspension of 110 mg (0.37 mmol, 1 eq) of 5,6-dihydro-5,6-dioxo-4-nitro-naphtho[1',2':4,5]imidazo[1,2-a]pyridine in ethanol under argon and the mixture is brought to reflux. 36.3 μL of hydrazine monohydrate (0.37 mmol, 1 eq) are then added. The reaction mixture immediately becomes violet. After 30 min, 36.3 μL of hydrazine monohydrate (0.37 mmol, 1 eq) are added. After 1 h of reaction, the reaction mixture is allowed to return... The reactants are [Br-], CC[Mg+], C1CCOC1, CON(C)C(=O)c1ccc(C(F)(F)F)nc1Nc1ccccc1. Yields the product CCC(=O)c1ccc(C(F)(F)F)nc1Nc1ccccc1. As a reaction SMILES: [Br-:24].[CH2:25]([CH3:26])[Mg+:27].[CH2:28]1[O:29][CH2:30][CH2:31][CH2:32]1.[CH3:1][O:2][N:3]([C:4]([c:5]1[c:6]([NH:15][c:16]2[cH:17][cH:18][cH:19][cH:20][cH:21]2)[n:7][c:8]([C:11]([F:12])([F:13])[F:14])[cH:9][cH:10]1)=[O:22])[CH3:23]>>[C:4]([c:5]1[c:6]([NH:15][c:16]2[cH:17][cH:18][cH:19][cH:20][cH:21]2)[n:7][c:8]([C:11]([F:12])([F:13])[F:14])[cH:9][cH:10]1)(=[O:22])[CH2:25][CH3:26]. Reactants: C(=O)(OC(C)(C)C)N(C1CCC(CC1)NCC=1C=C(C=CC1OCC)B(O)O)C (3-{[4-(BOC-methyl-amino)-cyclohexylamino]-methyl}-4-ethoxy-benzene boronic acid), BrC=1C=C(C#N)C=CC1 (3-bromobenzonitrile). The product is C(#N)C=1C=C(C=CC1)C1=CC(=C(C=C1)OCC)CNC1CCC(CC1)N(C(OC(C)(C)C)=O)C (tert-Butyl {4-[(3′-cyano-4-ethoxy-biphenyl-3-ylmethyl)-amino]-cyclohexyl}-methyl-carbamate). Reaction SMILES: [C:1]([N:8]([CH3:29])[CH:9]1[CH2:14][CH2:13][CH:12]([NH:15][CH2:16][C:17]2[CH:18]=[C:19](B(O)O)[CH:20]=[CH:21][C:22]=2[O:23][CH2:24][CH3:25])[CH2:11][CH2:10]1)([O:3][C:4]([CH3:7])([CH3:6])[CH3:5])=[O:2].Br[C:31]1[CH:32]=[C:33]([CH:36]=[CH:37][CH:38]=1)[C:34]#[N:35]>>[C:34]([C:33]1[CH:32]=[C:31]([C:19]2[CH:20]=[CH:21][C:22]([O:23][CH2:24][CH3:25])=[C:17]([CH2:16][NH:15][CH:12]3[CH2:13][CH2:14][CH:9]([N:8]([CH3:29])[C:1](=[O:2])[O:3][C:4]([CH3:7])([CH3:6])[CH3:5])[CH2:10][CH2:11]3)[CH:18]=2)[CH:38]=[CH:37][CH:36]=1)#[N:35]. Procedure: Boronic acid 11 (374 mg, 0.92 mmol) is coupled to 3-bromobenzonitrile (200 mg, 1.10 mmol) using Method B to give the title compound.